This data is from the Open Reaction Database (ORD), a public repository of structured organic reaction records. The task is: describe an organic reaction: reactants, conditions, products, and yield Reactants: COC(=O)c1ccc(OC(F)(F)Br)c(OC)c1, CCOCC, Cl[Sb](Cl)(Cl)(Cl)Cl, F[Sb](F)F. Product: COC(=O)c1ccc(OC(F)(F)F)c(OC)c1. Reaction SMILES: [Br:7][C:8]([O:9][c:10]1[c:11]([O:20][CH3:21])[cH:12][c:13]([C:14](=[O:15])[O:16][CH3:17])[cH:18][cH:19]1)([F:22])[F:23].[CH3:28][CH2:29][O:30][CH2:31][CH3:32].[Sb:1]([Cl:2])([Cl:3])([Cl:4])([Cl:5])[Cl:6].[Sb:24]([F:25])([F:26])[F:27]>>[C:8]([O:9][c:10]1[c:11]([O:20][CH3:21])[cH:12][c:13]([C:14](=[O:15])[O:16][CH3:17])[cH:18][cH:19]1)([F:22])([F:23])[F:25]. Starting materials: C=O, c1c2c(cc3c1OCO3)CCNCC2, CO, [H][H]. The product is CN1CCc2cc3c(cc2CC1)OCO3. Reaction SMILES: [CH2:15]=[O:16].[CH2:1]1[O:2][c:3]2[cH:4][c:5]3[c:6]([cH:12][c:13]2[O:14]1)[CH2:7][CH2:8][NH:9][CH2:10][CH2:11]3.[CH3:19][OH:20].[H:17][H:18]>>[CH2:1]1[O:2][c:3]2[cH:4][c:5]3[c:6]([cH:12][c:13]2[O:14]1)[CH2:7][CH2:8][N:9]([CH3:15])[CH2:10][CH2:11]3. Starting materials: ClC=1N=CC2=C(N1)N(C=C(C2=O)C(=O)OCC)CC (2-chloro-5-oxo-6-carbethoxy-8-ethyl-5,8-dihydro-pyrido(2,3-d)pyrimidine), C(=O)N1CCNCC1 (formylpiperazine). The solvent is C(Cl)(Cl)Cl (chloroform). Yields the product C(=O)N1CCN(CC1)C=1N=CC2=C(N1)N(C=C(C2=O)C(=O)OCC)CC (2-(4'-formylpiperazino)-5-oxo-6-carbethoxy-8-ethyl-5,8-dihydro-pyrido(2,3-d)pyrimidine). Isolated yield 83.0%. As a reaction SMILES: Cl[C:2]1[N:3]=[CH:4][C:5]2[C:11](=[O:12])[C:10]([C:13]([O:15][CH2:16][CH3:17])=[O:14])=[CH:9][N:8]([CH2:18][CH3:19])[C:6]=2[N:7]=1.[CH:20]([N:22]1[CH2:27][CH2:26][NH:25][CH2:24][CH2:23]1)=[O:21]>C(Cl)(Cl)Cl>[CH:20]([N:22]1[CH2:27][CH2:26][N:25]([C:2]2[N:3]=[CH:4][C:5]3[C:11](=[O:12])[C:10]([C:13]([O:15][CH2:16][CH3:17])=[O:14])=[CH:9][N:8]([CH2:18][CH3:19])[C:6]=3[N:7]=2)[CH2:24][CH2:23]1)=[O:21]. Procedure details: A mixture of 8.4 g of 2-chloro-5-oxo-6-carbethoxy-8-ethyl-5,8-dihydro-pyrido(2,3-d)pyrimidine, 6.9 g of formylpiperazine and 160 cm3 of chloroform is heated under reflux for one hour. After cooling, the solution is washed with water and dried and the solvent is evaporated. The oily residue crystallises on being taken up in 100 cm3 of isopropyl ether. The solid is filtered off and recrystallised from 50 cm3 of ethanol and yields 8.9 g (82%) of 2-(4'-formylpiperazino)-5-oxo-6-carbethoxy-8-ethyl-5,... Starting materials: CCOC(=O)CBr, O=C([O-])[O-], CCN1CCN(c2nc(-c3ccc(O)cc3)cc3ccccc23)CC1, CN(C)C=O, [K+], [K+], O. Product: CCOC(=O)COc1ccc(-c2cc3ccccc3c(N3CCN(CC)CC3)n2)cc1. Reaction SMILES: [Br:32][CH2:33][C:34](=[O:35])[O:36][CH2:37][CH3:38].[C:26](=[O:27])([O-:28])[O-:29].[CH2:1]([CH3:2])[N:3]1[CH2:4][CH2:5][N:6]([c:9]2[n:10][c:11](-[c:19]3[cH:20][cH:21][c:22]([OH:25])[cH:23][cH:24]3)[cH:12][c:13]3[cH:14][cH:15][cH:16][cH:17][c:18]23)[CH2:7][CH2:8]1.[CH3:40][N:41]([CH3:42])[CH:43]=[O:44].[K+:30].[K+:31].[OH2:39]>>[CH2:1]([CH3:2])[N:3]1[CH2:4][CH2:5][N:6]([c:9]2[n:10][c:11](-[c:19]3[cH:20][cH:21][c:22]([O:25][CH2:33][C:34](=[O:35])[O:36][CH2:37][CH3:38])[cH:23][cH:24]3)[cH:12][c:13]3[cH:14][cH:15][cH:16][cH:17][c:18]23)[CH2:7][CH2:8]1. Starting materials: BrC=1C=C(CCOCCC(=O)N(CC(OC)OC)C2CCCCC2)C=CC1 (3-(3-bromophenethoxy)-N-cyclohexyl-N-(2,2-dimethoxyethyl)propanamide), Cl (hydrochloric acid). The solvent is CC(=O)C (acetone). Run at time 2 hour. Yields the product BrC=1C=C(CCOCCC(=O)N(CC=O)C2CCCCC2)C=CC1 (3-(3-Bromophenethoxy)-N-cyclohexyl-N-(2-oxoethyl)propanamide). Isolated yield 111.6%. Reaction SMILES: [Br:1][C:2]1[CH:3]=[C:4]([CH:25]=[CH:26][CH:27]=1)[CH2:5][CH2:6][O:7][CH2:8][CH2:9][C:10]([N:12]([CH:19]1[CH2:24][CH2:23][CH2:22][CH2:21][CH2:20]1)[CH2:13][CH:14](OC)[O:15]C)=[O:11].Cl>CC(C)=O>[Br:1][C:2]1[CH:3]=[C:4]([CH:25]=[CH:26][CH:27]=1)[CH2:5][CH2:6][O:7][CH2:8][CH2:9][C:10]([N:12]([CH:19]1[CH2:20][CH2:21][CH2:22][CH2:23][CH2:24]1)[CH2:13][CH:14]=[O:15])=[O:11]. Procedure details: To a stirred solution of 3-(3-bromophenethoxy)-N-cyclohexyl-N-(2,2-dimethoxyethyl)propanamide (1.5 g) in acetone (30 mL) was added 2M hydrochloric acid (15 mL). The mixture was stirred for 2 h before the solvent was removed under vacuum, followed by the addition of water. The aqueous phase was extracted three times with DCM and the pooled DCM was washed once with brine, dried over sodium sulphate, filtered and the solvent removed to afford the desired material (1.5 g). This material was used in ... Starting materials: C1CCOC1, Cn1nnnc1SC1=CC(=NS(=O)(=O)c2cccs2)c2ccccc2C1=O, CCOC(C)=O, Nc1cccc(C(=O)O)c1, c1ccncc1. The product is O=C(O)c1cccc(NC2=CC(=NS(=O)(=O)c3cccs3)c3ccccc3C2=O)c1. As a reaction SMILES: [CH2:44]1[O:45][CH2:46][CH2:47][CH2:48]1.[CH3:1][n:2]1[c:3]([S:4][C:8]2=[CH:9][C:10](=[N:19][S:20](=[O:21])(=[O:22])[c:23]3[s:24][cH:25][cH:26][cH:27]3)[c:11]3[cH:12][cH:13][cH:14][cH:15][c:16]3[C:17]2=[O:18])[n:5][n:6][n:7]1.[CH3:49][CH2:50][O:51][C:52](=[O:53])[CH3:54].[NH2:28][c:29]1[cH:30][cH:31][cH:32][c:33]([C:35]([OH:36])=[O:37])[cH:34]1.[cH:38]1[cH:39][cH:40][n:41][cH:42][cH:43]1>>[C:8]1([NH:28][c:29]2[cH:30][cH:31][cH:32][c:33]([C:35]([OH:36])=[O:37])[cH:34]2)=[CH:9][C:10](=[N:19][S:20](=[O:21])(=[O:22])[c:23]2[s:24][cH:25][cH:26][cH:27]2)[c:11]2[cH:12][cH:13][cH:14][cH:15][c:16]2[C:17]1=[O:18]. Reactants: CCOC(C)=O, COCCC=CCC1CCC(c2ccc(Cl)cc2)CC1. Product: COCCCCCC1CCC(c2ccc(Cl)cc2)CC1. Reaction SMILES: [CH3:21][CH2:22][O:23][C:24](=[O:25])[CH3:26].[Cl:1][c:2]1[cH:3][cH:4][c:5]([CH:8]2[CH2:9][CH2:10][CH:11]([CH2:14][CH:15]=[CH:16][CH2:17][CH2:18][O:19][CH3:20])[CH2:12][CH2:13]2)[cH:6][cH:7]1>>[Cl:1][c:2]1[cH:3][cH:4][c:5]([CH:8]2[CH2:9][CH2:10][CH:11]([CH2:14][CH2:15][CH2:16][CH2:17][CH2:18][O:19][CH3:20])[CH2:12][CH2:13]2)[cH:6][cH:7]1.